The task is: describe an organic reaction: reactants, conditions, products, and yield. This data is from the Open Reaction Database (ORD), a public repository of structured organic reaction records. Starting materials: CCO, O=C[O-], [NH4+], COC(=O)CC(C)c1ccc(NC(=O)Cc2ccc([N+](=O)[O-])c(O)c2)cn1. Product: COC(=O)CC(C)c1ccc(NC(=O)Cc2ccc(N)c(O)c2)cn1. As a reaction SMILES: [CH3:32][CH2:33][OH:34].[CH:28]([O-:29])=[O:30].[NH4+:31].[OH:1][c:2]1[cH:3][c:4]([CH2:11][C:12](=[O:13])[NH:14][c:15]2[cH:16][cH:17][c:18]([CH:21]([CH2:22][C:23](=[O:24])[O:25][CH3:26])[CH3:27])[n:19][cH:20]2)[cH:5][cH:6][c:7]1[N+:8]([O-:9])=[O:10]>>[OH:1][c:2]1[cH:3][c:4]([CH2:11][C:12](=[O:13])[NH:14][c:15]2[cH:16][cH:17][c:18]([CH:21]([CH2:22][C:23](=[O:24])[O:25][CH3:26])[CH3:27])[n:19][cH:20]2)[cH:5][cH:6][c:7]1[NH2:8]. The reactants are C(C)(C)OC1=CC=C(C=C1)C(C(=O)O)OC (2-(4-isopropoxyphenyl)-2-methoxyacetic acid), C(C)(C)OC1=CC=C(C=C1)C(C(=O)N(C)OC)OC (2-(4-isopropoxyphenyl)-N,2-dimethoxy-N-methylacetamide), BrC1=C(C=C(C=C1OC)C=1N=COC1)OC (4-(4-bromo-3,5-dimethoxyphenyl)oxazole). Product: C(C)(C)OC1=CC=C(C=C1)C(C(=O)N(C)OC)OC (2-(4-Isopropoxyphenyl)-N,2-dimethoxy-N-methylacetamide), BrC1=C(C=C(C=C1OC)C=1N=C(OC1)C(C(OC)C1=CC=C(C=C1)OC(C)C)=O)OC (1-(4-(4-Bromo-3,5-dimethoxyphenyl)oxazol-2-yl)-2-(4-isopropoxyphenyl)-2-methoxyethanone). RXN SMILES: [CH:1]([O:4][C:5]1[CH:10]=[CH:9][C:8]([CH:11]([O:15][CH3:16])[C:12]([OH:14])=O)=[CH:7][CH:6]=1)([CH3:3])[CH3:2].[CH:17]([O:20][C:21]1[CH:26]=[CH:25][C:24]([CH:27]([O:34][CH3:35])[C:28]([N:30]([O:32][CH3:33])[CH3:31])=[O:29])=[CH:23][CH:22]=1)([CH3:19])[CH3:18].[Br:36][C:37]1[C:42]([O:43][CH3:44])=[CH:41][C:40]([C:45]2[N:46]=[CH:47][O:48][CH:49]=2)=[CH:39][C:38]=1[O:50][CH3:51]>>[CH:17]([O:20][C:21]1[CH:26]=[CH:25][C:24]([CH:27]([O:34][CH3:35])[C:28]([N:30]([O:32][CH3:33])[CH3:31])=[O:29])=[CH:23][CH:22]=1)([CH3:19])[CH3:18].[Br:36][C:37]1[C:42]([O:43][CH3:44])=[CH:41][C:40]([C:45]2[N:46]=[C:47]([C:12](=[O:14])[CH:11]([C:8]3[CH:7]=[CH:6][C:5]([O:4][CH:1]([CH3:2])[CH3:3])=[CH:10][CH:9]=3)[O:15][CH3:16])[O:48][CH:49]=2)=[CH:39][C:38]=1[O:50][CH3:51]. Procedure: 2-(4-Isopropoxyphenyl)-N,2-dimethoxy-N-methylacetamide was synthesized from 2-(4-isopropoxyphenyl)-2-methoxyacetic acid following the method used for the synthesis of Example 1. 1-(4-(4-Bromo-3,5-dimethoxyphenyl)oxazol-2-yl)-2-(4-isopropoxyphenyl)-2-methoxyethanone was synthesized from 2-(4-isopropoxyphenyl)-N,2-dimethoxy-N-methylacetamide and 4-(4-bromo-3,5-dimethoxyphenyl)oxazole following the method used for the synthesis of Example 7. MS: m/z 490.1 [M+H]+.